Dataset: the Open Reaction Database (ORD), a public repository of structured organic reaction records. Task: describe an organic reaction: reactants, conditions, products, and yield Reactants: C(C)(C)(C)OC(=O)N1CCC(CC1)CCCNC(=O)C1=CC2=CN=C3C=CC=C(S1)N32 (N-[3-(1-tert-butoxycarbonyl-4-piperidyl)propan-1-yl]-5-thia-1,8b-diazaacenaphthylene-4-carboxamide), Cl (hydrochloric acid). The solvent is C(C)O (ethanol). Reaction conditions: time 1 hour. Yields the product Cl.Cl.N1CCC(CC1)CCCNC(=O)C1=CC2=CN=C3C=CC=C(S1)N32 (N-[3-(4-piperidyl)propan-1-yl]-5-thia-1,8b-diazaacenaphthylene-4-carboxamide Dihydrochloride). The yield is 92.5%. As a reaction SMILES: C(OC([N:8]1[CH2:13][CH2:12][CH:11]([CH2:14][CH2:15][CH2:16][NH:17][C:18]([C:20]2[S:30][C:29]3[N:31]4[C:22](=[CH:23][N:24]=[C:25]4[CH:26]=[CH:27][CH:28]=3)[CH:21]=2)=[O:19])[CH2:10][CH2:9]1)=O)(C)(C)C.[ClH:32]>C(O)C>[ClH:32].[ClH:32].[NH:8]1[CH2:13][CH2:12][CH:11]([CH2:14][CH2:15][CH2:16][NH:17][C:18]([C:20]2[S:30][C:29]3[N:31]4[C:22](=[CH:23][N:24]=[C:25]4[CH:26]=[CH:27][CH:28]=3)[CH:21]=2)=[O:19])[CH2:10][CH2:9]1 |f:3.4.5|. Procedure details: To a solution of 10.12 g (22.87 mM) of N-[3-(1-tert-butoxycarbonyl-4-piperidyl)propan-1-yl]-5-thia-1,8b-diazaacenaphthylene-4-carboxamide in 100 ml of ethanol was added 9.4 ml (114.33 mM) of 12N-hydrochloric acid and the mixture was stirred at room temperature for 1 hour. The resulting precipitate was recovered by filtration and rinsed with small amounts of ethanol and ether to provide 8.79 g (92.5%) of the title compound as orange-colored crystals. Reactants: [H-] (hydride), [H-].[Al+3].[Li+].[H-].[H-].[H-] (lithium aluminum hydride), C1(CCCC1)C(=O)N1C=C2C3(C1)C1=C(C(C4=C2C=CC=C4)C3)C=CC=C1 (2-cyclopentanecarbonyl-2,3-dihydro-8H-3a,8-methanodibenzo[3,4:6,7]cyclohepta[1,2-c]pyrrole), [OH-].[Na+] (sodium hydroxide). Solvent: O (water), CCOCC (ether), O (water). Conditions: time 6 hour. Product: C1(CCCC1)CN1C=C2C3(C1)C1=C(C(C4=C2C=CC=C4)C3)C=CC=C1 (2-Cyclopentylmethyl-2,3-dihydro-8H-3a,8-methanodibenzo[3,4:6,7]cyclohepta[1,2-c]pyrrole). Yield: 59.9%. Reaction SMILES: [H-].[Al+3].[Li+].[H-].[H-].[H-].[CH:7]1([C:12]([N:14]2[CH2:18][C:17]34[CH2:28][CH:21]([C:22]5[CH:27]=[CH:26][CH:25]=[CH:24][C:23]=5[C:16]3=[CH:15]2)[C:20]2[CH:29]=[CH:30][CH:31]=[CH:32][C:19]4=2)=O)[CH2:11][CH2:10][CH2:9][CH2:8]1.[H-].[OH-].[Na+]>CCOCC.O>[CH:7]1([CH2:12][N:14]2[CH2:18][C:17]34[CH2:28][CH:21]([C:22]5[CH:27]=[CH:26][CH:25]=[CH:24][C:23]=5[C:16]3=[CH:15]2)[C:20]2[CH:29]=[CH:30][CH:31]=[CH:32][C:19]4=2)[CH2:8][CH2:9][CH2:10][CH2:11]1 |f:0.1.2.3.4.5,8.9|. Procedure details: To a cooled slurry of 0.40 g of lithium aluminum hydride in 30 ml of ether is added 1.55 g of 9b and the mixture is stirred at room temperature for 6 hours. The excess hydride is decomposed by the addition of 0.4 ml of water, followed by 0.4 ml of 15% aqueous sodium hydroxide solution and 1.2 ml of water. The mixture is filtered and the filtrate is concentrated. Crystallization of the residue from isopropyl alcohol gives 0.89 g of 2-cyclopentylmethyl-2,3-dihydro-8H-3a,8-methanodibenzo[3,4:6,7]cy... Reactants: C1CCOC1, CI, Cn1nnc(N(Cc2cc(C(F)(F)F)cc(C(F)(F)F)c2)Cc2cc(C(F)(F)F)ccc2C(C)(O)C2CCCC2)n1, [H-], [Na+]. Yields the product COC(C)(c1ccc(C(F)(F)F)cc1CN(Cc1cc(C(F)(F)F)cc(C(F)(F)F)c1)c1nnn(C)n1)C1CCCC1. Reaction SMILES: [CH2:46]1[O:47][CH2:48][CH2:49][CH2:50]1.[CH3:44][I:45].[F:1][C:2]([c:3]1[cH:4][c:5]([CH2:6][N:7]([c:8]2[n:9][n:10][n:11]([CH3:13])[n:12]2)[CH2:14][c:15]2[c:16]([C:25]([CH3:26])([OH:27])[CH:28]3[CH2:29][CH2:30][CH2:31][CH2:32]3)[cH:17][cH:18][c:19]([C:21]([F:22])([F:23])[F:24])[cH:20]2)[cH:33][c:34]([C:36]([F:37])([F:38])[F:39])[cH:35]1)([F:40])[F:41].[H-:42].[Na+:43]>>[F:1][C:2]([c:3]1[cH:4][c:5]([CH2:6][N:7]([c:8]2[n:9][n:10][n:11]([CH3:13])[n:12]2)[CH2:14][c:15]2[c:16]([C:25]([CH3:26])([O:27][CH3:44])[CH:28]3[CH2:29][CH2:30][CH2:31][CH2:32]3)[cH:17][cH:18][c:19]([C:21]([F:22])([F:23])[F:24])[cH:20]2)[cH:33][c:34]([C:36]([F:37])([F:38])[F:39])[cH:35]1)([F:40])[F:41]. Reactants: CSc1ccc(C=C2C(C)=C(CCC#N)c3cc(F)ccc32)cc1, CC(C)C[Al+]CC(C)C, CO, Cc1ccccc1, [H-]. Yields the product CSc1ccc(C=C2C(C)=C(CCC=O)c3cc(F)ccc32)cc1. RXN SMILES: [C:1](#[N:2])[CH2:3][CH2:4][C:5]1=[C:6]([CH3:24])[C:7](=[CH:15][c:16]2[cH:17][cH:18][c:19]([S:22][CH3:23])[cH:20][cH:21]2)[c:8]2[cH:9][cH:10][c:11]([F:14])[cH:12][c:13]21.[CH2:26]([Al+:27][CH2:28][CH:29]([CH3:30])[CH3:31])[CH:32]([CH3:33])[CH3:34].[CH3:35][OH:36].[CH3:37][c:38]1[cH:39][cH:40][cH:41][cH:42][cH:43]1.[H-:25]>>[CH:1]([CH2:3][CH2:4][C:5]1=[C:6]([CH3:24])[C:7](=[CH:15][c:16]2[cH:17][cH:18][c:19]([S:22][CH3:23])[cH:20][cH:21]2)[c:8]2[cH:9][cH:10][c:11]([F:14])[cH:12][c:13]21)=[O:36]. The reactants are BrC1=CC=C(C=C1)C(=O)N1CCN(CC1)C1=C(C=C(C=C1)C)C ((4-bromophenyl)[4-(2,4-dimethylphenyl)piperazin-1-yl]methanone), OC[C@@H]1CCC(N1)=O ((S)-5-hydroxymethylpyrrolidin-2-one). Product: CC1=C(C=CC(=C1)C)N1CCN(CC1)C(=O)C1=CC=C(C=C1)N1C(CC[C@H]1CO)=O ((S)-1-{4-[4-(2,4-dimethylphenyl)piperazine-1-carbonyl]phenyl}-5-hydroxymethylpyrrolidin-2-one). Isolated yield 50.8%. As a reaction SMILES: Br[C:2]1[CH:7]=[CH:6][C:5]([C:8]([N:10]2[CH2:15][CH2:14][N:13]([C:16]3[CH:21]=[CH:20][C:19]([CH3:22])=[CH:18][C:17]=3[CH3:23])[CH2:12][CH2:11]2)=[O:9])=[CH:4][CH:3]=1.[OH:24][CH2:25][C@H:26]1[NH:30][C:29](=[O:31])[CH2:28][CH2:27]1>>[CH3:23][C:17]1[CH:18]=[C:19]([CH3:22])[CH:20]=[CH:21][C:16]=1[N:13]1[CH2:14][CH2:15][N:10]([C:8]([C:5]2[CH:6]=[CH:7][C:2]([N:30]3[C@H:26]([CH2:25][OH:24])[CH2:27][CH2:28][C:29]3=[O:31])=[CH:3][CH:4]=2)=[O:9])[CH2:11][CH2:12]1. Procedure: Using (4-bromophenyl)[4-(2,4-dimethylphenyl)piperazin-1-yl]methanone (1.87 g) described in Preparation Example 170 and (S)-5-hydroxymethylpyrrolidin-2-one (556 mg) and by the reaction and treatment in the same manner as in Example 1, the title compound (1.00 g) was obtained. The reactants are C(C(C)=C)OCC(=O)NC1=CC=CC=C1 (ortho-methallyloxyacetamidobenzene), C(C(C)=C)OC1=CC=C(N)C=C1 (4-methallyloxyaniline), C(C(C)=C)OCC(=O)NC1=CC=CC=C1 (paramethallyloxyacetamidobenzene). Product: C(C(C)=C)OC1=C(N)C=CC=C1 (2-methallyloxyaniline). RXN SMILES: C(OCC([NH:9][C:10]1[CH:15]=[CH:14][CH:13]=[CH:12][CH:11]=1)=O)C(=C)C.[CH2:16]([O:20]C1C=CC(N)=CC=1)[C:17](=[CH2:19])[CH3:18]>>[CH2:16]([O:20][C:15]1[CH:14]=[CH:13][CH:12]=[CH:11][C:10]=1[NH2:9])[C:17](=[CH2:18])[CH3:19]. Procedure: The starting material was ortho-methallyloxyacetamidobenzene, which was obtained under the same conditions as those described in Example 4, paragraph (4.1), for paramethallyloxyacetamidobenzene. Reactants: C(N)(=N)C=1C=C2C3C(C(NC2=CC1)C1=C(C=C(C(=C1)OC)O)C1=C(C=C(C=C1)C(=O)O)OC)CC1=CC=CC=C13 (2′-(2-Carbamimidoyl-5,6a,7,11b-tetrahydro-6H-indeno[2,1-c]quinolin-6-yl)-5′-hydroxy-2,4′-dimethoxy-biphenyl-4-carboxylic acid), C1(CC1)N (cyclopropylamine). The product is C1(CC1)NC(=O)C1=CC(=C(C=C1)C1=C(C=C(C(=C1)O)OC)C1NC2=CC=C(C=C2C2C1CC1=CC=CC=C12)C(N)=N)OC (2′-(2-Carbamimidoyl-5,6a,7,11b-tetrahydro-6H-indeno[2,1-c]quinolin-6-yl)-5′-hydroxy-2,4′-dimethoxy-biphenyl-4-carboxylic acid cyclopropylamide). Reaction SMILES: [C:1]([C:4]1[CH:5]=[C:6]2[C:11](=[CH:12][CH:13]=1)[NH:10][CH:9]([C:14]1[CH:19]=[C:18]([O:20][CH3:21])[C:17]([OH:22])=[CH:16][C:15]=1[C:23]1[CH:28]=[CH:27][C:26]([C:29](O)=[O:30])=[CH:25][C:24]=1[O:32][CH3:33])[CH:8]1[CH2:34][C:35]3[C:40]([CH:7]21)=[CH:39][CH:38]=[CH:37][CH:36]=3)(=[NH:3])[NH2:2].[CH:41]1([NH2:44])[CH2:43][CH2:42]1>>[CH:41]1([NH:44][C:29]([C:26]2[CH:27]=[CH:28][C:23]([C:15]3[CH:16]=[C:17]([OH:22])[C:18]([O:20][CH3:21])=[CH:19][C:14]=3[CH:9]3[CH:8]4[CH2:34][C:35]5[C:40]([CH:7]4[C:6]4[C:11](=[CH:12][CH:13]=[C:4]([C:1](=[NH:2])[NH2:3])[CH:5]=4)[NH:10]3)=[CH:39][CH:38]=[CH:37][CH:36]=5)=[C:24]([O:32][CH3:33])[CH:25]=2)=[O:30])[CH2:43][CH2:42]1. Procedure details: Example 239 was prepared according to the protocol described for example 235 from 2′-(2-Carbamimidoyl-5,6a,7,11b-tetrahydro-6H-indeno[2,1-c]quinolin-6-yl)-5′-hydroxy-2,4′-dimethoxy-biphenyl-4-carboxylic acid (example 235 step a) and cyclopropylamine. Mass Spectrum: 575 (M+1).